This data is from the Open Reaction Database (ORD), a public repository of structured organic reaction records. The task is: describe an organic reaction: reactants, conditions, products, and yield Reactants: [OH-].[Na+] (sodium hydroxide), NC1C(CCCC1)NC(=S)NC1=C(C=CC=C1Cl)Cl (1-(2-aminocyclohexyl)-3-(2,6-dichlorophenyl)thiourea), C1(=CC=C(C=C1)S(=O)(=O)Cl)C (p-toluenesulfonyl chloride). The solvent is C1CCOC1 (THF), O (water), O (water), C1CCOC1 (THF). Reaction conditions: time 60 minute. Product: ClC1=C(C(=CC=C1)Cl)N=C1NC2C(N1)CCCC2 ((2,6-Dichlorophenyl)(octahydrobenzoimidazol-2-yliden)amine). The yield is 98.6%. As a reaction SMILES: [OH-].[Na+].[NH2:3][CH:4]1[CH2:9][CH2:8][CH2:7][CH2:6][CH:5]1[NH:10][C:11]([NH:13][C:14]1[C:19]([Cl:20])=[CH:18][CH:17]=[CH:16][C:15]=1[Cl:21])=S.C1(C)C=CC(S(Cl)(=O)=O)=CC=1>O.C1COCC1>[Cl:21][C:15]1[CH:16]=[CH:17][CH:18]=[C:19]([Cl:20])[C:14]=1[N:13]=[C:11]1[NH:10][CH:5]2[CH2:6][CH2:7][CH2:8][CH2:9][CH:4]2[NH:3]1 |f:0.1|. Reported procedure: A solution of sodium hydroxide (15.7 mg) and water (0.6 ml) was added under argon to a solution of 1-(2-aminocyclohexyl)-3-(2,6-dichlorophenyl)thiourea (50 mg) and THF (1.5 ml). Subsequently, a solution of p-toluenesulfonyl chloride (32.9 mg) and THF (0.5 ml) was added dropwise over fifteen minutes. After stirring for 60 minutes, the reaction mixture was added to water and extracted three times with ether. The combined organic phases were dried over magnesium sulfate, filtered and concentrated. ...